From a dataset of the Open Reaction Database (ORD), a public repository of structured organic reaction records. describe an organic reaction: reactants, conditions, products, and yield Reactants: FC1=CC=C2CCCC(C2=C1)CC(=O)OCC (ethyl 2-(7-fluoro-1,2,3,4-tetrahydro-1-naphthyl)acetate), Cl[Si](C)(C)C (chlorotrimethylsilane), Cl (hydrochloric acid), C(=O)=O.CC(=O)C (dry ice acetone), C(C)(C)NC(C)C (diisopropylamine), C(=O)=O.CC(=O)C (dry ice acetone), C(CCC)[Li] (n-butyl lithium), BrN1C(CCC1=O)=O (N-bromosuccinimide). Solvent: CCCCCC (hexane), O1CCCC1 (tetrahydrofuran). Conditions: time 1 hour. Yields the product BrC(C(=O)OCC)C1CCCC2=CC=C(C=C12)F (Ethyl 2-Bromo-2-(7-fluoro-1,2,3,4-tetrahydro-1-naphthyl)acetate). As a reaction SMILES: C(=O)=O.CC(C)=O.C(NC(C)C)(C)C.C([Li])CCC.Cl[Si](C)(C)C.[F:25][C:26]1[CH:35]=[C:34]2[C:29]([CH2:30][CH2:31][CH2:32][CH:33]2[CH2:36][C:37]([O:39][CH2:40][CH3:41])=[O:38])=[CH:28][CH:27]=1.[Br:42]N1C(=O)CCC1=O.Cl>O1CCCC1.CCCCCC>[Br:42][CH:36]([CH:33]1[C:34]2[C:29](=[CH:28][CH:27]=[C:26]([F:25])[CH:35]=2)[CH2:30][CH2:31][CH2:32]1)[C:37]([O:39][CH2:40][CH3:41])=[O:38] |f:0.1|. Reported procedure: To a stirred, chilled (dry ice-acetone bath) solution of diisopropylamine (0.3 mL, 1.9 mmol, Aldrich) in tetrahydrofuran (3 mL) under nitrogen was successively added 2.5N n-butyl lithium in hexane (0.8 mL, Aldrich), chlorotrimethylsilane (0.2 mL, 1.8 mmol, Aldrich) and ethyl 2-(7-fluoro-1,2,3,4-tetrahydro-1-naphthyl)acetate (236 mg, 1.0 mmol). The resulting clear solution was stirred for 1 h, treated with N-bromosuccinimide (180 mg, 1.0 mmol, Aldrich) and stirred for an additional 0.5 h before t... Starting materials: CO, O=C(O)C(O)Cc1ccc([N+](=O)[O-])cc1. Product: COC(=O)C(O)Cc1ccc([N+](=O)[O-])cc1. Reaction SMILES: [CH3:16][OH:17].[OH:1][CH:2]([C:3](=[O:4])[OH:5])[CH2:6][c:7]1[cH:8][cH:9][c:10]([N+:13](=[O:14])[O-:15])[cH:11][cH:12]1>>[OH:1][CH:2]([C:3](=[O:4])[O:5][CH3:16])[CH2:6][c:7]1[cH:8][cH:9][c:10]([N+:13](=[O:14])[O-:15])[cH:11][cH:12]1. The reactants are COc1ccc(C2CNC(=O)C2)cc1OC1CCCC1, ClCc1ccc2ccc(Cl)cc2n1, [H-], [Na+], CN(C)C=O, O. Product: COc1ccc(C2CC(=O)N(Cc3ccc4ccc(Cl)cc4n3)C2)cc1OC1CCCC1. As a reaction SMILES: [CH:1]1([O:6][c:7]2[cH:8][c:9]([CH:15]3[CH2:16][C:17](=[O:20])[NH:18][CH2:19]3)[cH:10][cH:11][c:12]2[O:13][CH3:14])[CH2:2][CH2:3][CH2:4][CH2:5]1.[Cl:23][CH2:24][c:25]1[n:26][c:27]2[cH:28][c:29]([Cl:35])[cH:30][cH:31][c:32]2[cH:33][cH:34]1.[H-:22].[Na+:21].[O:36]=[CH:37][N:38]([CH3:39])[CH3:40].[OH2:41]>>[CH:1]1([O:6][c:7]2[cH:8][c:9]([CH:15]3[CH2:16][C:17](=[O:20])[N:18]([CH2:24][c:25]4[n:26][c:27]5[cH:28][c:29]([Cl:35])[cH:30][cH:31][c:32]5[cH:33][cH:34]4)[CH2:19]3)[cH:10][cH:11][c:12]2[O:13][CH3:14])[CH2:2][CH2:3][CH2:4][CH2:5]1. Reactants: [BH4-].[Li+] (Lithium borohydride), COC(C(CN1C(C=C(C=C1)Br)=O)(C)C)=O (3-(4-bromo-2-oxo-2H-pyridin-1-yl)-2,2-dimethyl-propionic acid methyl ester), CO (methanol). Run in O1CCCC1 (tetrahydrofuran), [O-]S(=O)(=O)[O-].[Mg+2] (MgSO4), O1CCCC1 (tetrahydrofuran). Run at time 8 hour. Product: BrC1=CC(N(C=C1)CC(CO)(C)C)=O (4-Bromo-1-(3-hydroxy-2,2-dimethyl-propyl)-1H-pyridin-2-one). As a reaction SMILES: [BH4-].[Li+].C[O:4][C:5](=O)[C:6]([CH3:17])([CH3:16])[CH2:7][N:8]1[CH:13]=[CH:12][C:11]([Br:14])=[CH:10][C:9]1=[O:15].CO>O1CCCC1.[O-]S([O-])(=O)=O.[Mg+2]>[Br:14][C:11]1[CH:12]=[CH:13][N:8]([CH2:7][C:6]([CH3:16])([CH3:17])[CH2:5][OH:4])[C:9](=[O:15])[CH:10]=1 |f:0.1,5.6|. Procedure details: Lithium borohydride (25 mg) was added to a solution of 3-(4-bromo-2-oxo-2H-pyridin-1-yl)-2,2-dimethyl-propionic acid methyl ester (0.29 g) in tetrahydrofuran (3 mL) chilled in an ice bath. Then methanol (45 μL) was added and the mixture was stirred in the cooling bath for 1 h and at room temperature overnight. The mixture was diluted with tetrahydrofuran and MgSO4 was added. The mixture was filtered and the filtrate was concentrated. The residue was purified by chromatography on silica gel (cycl... Starting materials: C(C)(C)(C)[C@H]1CC[C@H](CC1)O (cis-4-tert-butyl cyclohexanol), C(C)(C)(C)[C@@H]1CC[C@H](CC1)O (trans-4-tert-butyl cyclohexanol). Product: C(C)(C)(C)C1CCC(CC1)O (4-tert-butyl cyclohexanol). RXN SMILES: [C:1]([C@@H:5]1[CH2:10][CH2:9][C@H:8]([OH:11])[CH2:7][CH2:6]1)([CH3:4])([CH3:3])[CH3:2].C([C@H]1CC[C@H](O)CC1)(C)(C)C>>[C:1]([CH:5]1[CH2:6][CH2:7][CH:8]([OH:11])[CH2:9][CH2:10]1)([CH3:4])([CH3:2])[CH3:3]. Reported procedure: A commercially available mixture consisting of 28% cis-4-tert-butyl cyclohexanol and 72% trans-4-tert-butyl cyclohexanol was purified via preparative HPLC to obtain the essentially pure cis- and trans-isomers of 4-tert-butyl cyclohexanol. Starting materials: CCC1CC(COS(C)(=O)=O)CC1C(=O)OC(C)(C)C, C1CCOC1, [N-]=[N+]=[N-], [Na+], CN(C)C=O, O, c1ccc(P(c2ccccc2)c2ccccc2)cc1. Product: CCC1CC(CN)CC1C(=O)OC(C)(C)C. RXN SMILES: [CH2:1]([CH3:2])[CH:3]1[CH:4]([C:14](=[O:15])[O:16][C:17]([CH3:18])([CH3:19])[CH3:20])[CH2:5][CH:6]([CH2:8][O:9][S:10]([CH3:11])(=[O:12])=[O:13])[CH2:7]1.[CH2:49]1[O:50][CH2:51][CH2:52][CH2:53]1.[N-:22]=[N+:23]=[N-:24].[Na+:21].[O:44]=[CH:45][N:46]([CH3:47])[CH3:48].[OH2:54].[c:25]1([P:26]([c:27]2[cH:28][cH:29][cH:30][cH:31][cH:32]2)[c:33]2[cH:34][cH:35][cH:36][cH:37][cH:38]2)[cH:39][cH:40][cH:41][cH:42][cH:43]1>>[CH2:1]([CH3:2])[CH:3]1[CH:4]([C:14](=[O:15])[O:16][C:17]([CH3:18])([CH3:19])[CH3:20])[CH2:5][CH:6]([CH2:8][NH2:22])[CH2:7]1. Reactants: CC(=O)O, CC1(C)CC(C2CCC(O)CC2)CC(C)(C)N1, Cc1ccccc1C. Reaction SMILES: [CH3:18][C:19]([OH:20])=[O:21].[OH:1][CH:2]1[CH2:3][CH2:4][CH:5]([CH:8]2[CH2:9][C:10]([CH3:16])([CH3:17])[NH:11][C:12]([CH3:14])([CH3:15])[CH2:13]2)[CH2:6][CH2:7]1.[c:22]1([CH3:23])[c:24]([CH3:25])[cH:26][cH:27][cH:28][cH:29]1>>[O:1]([CH:2]1[CH2:3][CH2:4][CH:5]([CH:8]2[CH2:9][C:10]([CH3:16])([CH3:17])[NH:11][C:12]([CH3:14])([CH3:15])[CH2:13]2)[CH2:6][CH2:7]1)[C:19]([CH3:18])=[O:20]. The product is CC(=O)OC1CCC(C2CC(C)(C)NC(C)(C)C2)CC1.